The task is: describe an organic reaction: reactants, conditions, products, and yield. This data is from the Open Reaction Database (ORD), a public repository of structured organic reaction records. The reactants are Cl.FC(C=1C=C(C=CC1)C1CNCCC1)(F)F (3-(m-trifluoromethylphenyl)-piperidine hydrochloride), [OH-].[Na+] (sodium hydroxide). Solvent: O (water). Product: FC(C=1C=C(C=CC1)C1CNCCC1)(F)F (3-(m-trifluoromethylphenyl)-piperidine). Isolated yield 106.6%. Reaction SMILES: Cl.[F:2][C:3]([F:17])([F:16])[C:4]1[CH:5]=[C:6]([CH:10]2[CH2:15][CH2:14][CH2:13][NH:12][CH2:11]2)[CH:7]=[CH:8][CH:9]=1.[OH-].[Na+]>O>[F:17][C:3]([F:2])([F:16])[C:4]1[CH:5]=[C:6]([CH:10]2[CH2:15][CH2:14][CH2:13][NH:12][CH2:11]2)[CH:7]=[CH:8][CH:9]=1 |f:0.1,2.3|. Reported procedure: 5 g of 3-(m-trifluoromethylphenyl)-piperidine hydrochloride were dissolved in water and the solution was cooled on an ice bath and was made alkaline with sodium hydroxide. The mixture was extracted with ether and the ether were washed with water, dried over magnesium sulfate and evaporated to dryness under reduced pressure to obtain 4.6 g of 3-(m-trifluoromethylphenyl)-piperidine. Reactants: [Al+3], CCC(=O)Cl, ClCCl, [Cl-], [Cl-], [Cl-], COc1ccc2ccccc2c1Cl. Product: CCC(=O)c1ccc2c(Cl)c(OC)ccc2c1. Reaction SMILES: [Al+3:20].[C:14]([CH2:15][CH3:16])(=[O:17])[Cl:18].[CH2:23]([Cl:24])[Cl:25].[Cl-:19].[Cl-:21].[Cl-:22].[Cl:1][c:2]1[c:3]([O:12][CH3:13])[cH:4][cH:5][c:6]2[cH:7][cH:8][cH:9][cH:10][c:11]12>>[Cl:1][c:2]1[c:3]([O:12][CH3:13])[cH:4][cH:5][c:6]2[cH:7][c:8]([C:14]([CH2:15][CH3:16])=[O:17])[cH:9][cH:10][c:11]12. The reactants are CC(N)C(=O)OC(C)(C)C, COCc1nc(C(=O)O)c(OCc2ccccc2)c2ccc(Oc3ccccc3)cc12. Yields the product COCc1nc(C(=O)NC(C)C(=O)OC(C)(C)C)c(OCc2ccccc2)c2ccc(Oc3ccccc3)cc12. As a reaction SMILES: [C:1]([CH3:2])([CH3:3])([CH3:4])[O:5][C:6]([CH:7]([NH2:8])[CH3:9])=[O:10].[CH2:11]([c:12]1[cH:13][cH:14][cH:15][cH:16][cH:17]1)[O:18][c:19]1[c:20]([C:39](=[O:40])[OH:41])[n:21][c:22]([CH2:36][O:37][CH3:38])[c:23]2[cH:24][c:25]([O:29][c:30]3[cH:31][cH:32][cH:33][cH:34][cH:35]3)[cH:26][cH:27][c:28]12>>[C:1]([CH3:2])([CH3:3])([CH3:4])[O:5][C:6]([CH:7]([NH:8][C:39]([c:20]1[c:19]([O:18][CH2:11][c:12]2[cH:13][cH:14][cH:15][cH:16][cH:17]2)[c:28]2[c:23]([c:22]([CH2:36][O:37][CH3:38])[n:21]1)[cH:24][c:25]([O:29][c:30]1[cH:31][cH:32][cH:33][cH:34][cH:35]1)[cH:26][cH:27]2)=[O:40])[CH3:9])=[O:10]. Starting materials: C(=O)(O)C=1C=C2C(CC3(CCN(CC3)C(=O)OC(C)(C)C)OC2=CC1)=O (tert-butyl 6-carboxy-4-oxospiro[chroman-2,4′-piperidine]-1′-carboxylate), C=1C=CC2=C(C1)N=NN2O (HOBT), TEA, Cl.NCC(=O)N (glycinamide hydrochloride), CCN=C=NCCCN(C)C (EDCI). The solvent is CN(C)C=O (DMF). Conditions: time 23 hour. Yields the product C(N)(=O)CNC(=O)C=1C=C2C(CC3(CCN(CC3)C(=O)OC(C)(C)C)OC2=CC1)=O (1′-tert-Butoxycarbonyl-[4-oxospiro[chroman-2,4′-piperidine]-6-yl]-carboxylic acid carbamoylmethyl amide). As a reaction SMILES: [C:1]([C:4]1[CH:5]=[C:6]2[C:23](=[CH:24][CH:25]=1)[O:22][C:9]1([CH2:14][CH2:13][N:12]([C:15]([O:17][C:18]([CH3:21])([CH3:20])[CH3:19])=[O:16])[CH2:11][CH2:10]1)[CH2:8][C:7]2=[O:26])([OH:3])=O.Cl.[NH2:28][CH2:29][C:30]([NH2:32])=[O:31].CCN=C=NCCCN(C)C.C1C=CC2N(O)N=NC=2C=1>CN(C=O)C>[C:30]([CH2:29][NH:28][C:1]([C:4]1[CH:5]=[C:6]2[C:23](=[CH:24][CH:25]=1)[O:22][C:9]1([CH2:10][CH2:11][N:12]([C:15]([O:17][C:18]([CH3:20])([CH3:19])[CH3:21])=[O:16])[CH2:13][CH2:14]1)[CH2:8][C:7]2=[O:26])=[O:3])(=[O:31])[NH2:32] |f:1.2|. Procedure details: tert-butyl 6-carboxy-4-oxospiro[chroman-2,4′-piperidine]-1′-carboxylate (7.50 g, 20.8 mmol), glycinamide hydrochloride (2.76 g, 24.9 mmol), EDCI (4.78 g, 24.9 mmol), HOBT (3.78 g, 24.9 mmol), and TEA (5.80 ml, 41.6 mmol) were suspended in DMF (75 ml) and stirred at room temperature for 23 h. After removal of the solvent, the residue was diluted with EtOAc and H2O. The aqueous layer was extracted with EtOAc and the combined organic layer was washed with saturated NaHCO3 aq. and brine, dried over ... Starting materials: C(C1=CC=CC=C1)OC(=O)N1CCC(CC1)CCCCCCC(=O)O (7-(1-benzyloxycarbonyl-4-piperidyl)heptanoic acid), C([O-])(O)=O.[Na+] (sodium bicarbonate), C(C)I (ethyl iodide), CN(C=O)C (N,N-dimethylformamide), C(C)I (ethyl iodide), C([O-])(O)=O.[Na+] (sodium bicarbonate). Run in O (water). Conditions: temperature 100 celsius, time 3 hour. Yields the product C(C1=CC=CC=C1)OC(=O)N1CCC(CC1)CCCCCCC(=O)OCC (ethyl 7-(1-benzyloxycarbonyl-4-piperidyl)heptanoate). Yield: 72.3%. As a reaction SMILES: [CH2:1]([O:8][C:9]([N:11]1[CH2:16][CH2:15][CH:14]([CH2:17][CH2:18][CH2:19][CH2:20][CH2:21][CH2:22][C:23]([OH:25])=[O:24])[CH2:13][CH2:12]1)=[O:10])[C:2]1[CH:7]=[CH:6][CH:5]=[CH:4][CH:3]=1.C(=O)(O)[O-].[Na+].[CH2:31](I)[CH3:32].CN(C)C=O>O>[CH2:1]([O:8][C:9]([N:11]1[CH2:12][CH2:13][CH:14]([CH2:17][CH2:18][CH2:19][CH2:20][CH2:21][CH2:22][C:23]([O:25][CH2:31][CH3:32])=[O:24])[CH2:15][CH2:16]1)=[O:10])[C:2]1[CH:3]=[CH:4][CH:5]=[CH:6][CH:7]=1 |f:1.2|. Procedure: A mixture of 7-(1-benzyloxycarbonyl-4-piperidyl)heptanoic acid (6.4 g), sodium bicarbonate (3.1 g) and ethyl iodide (8.6 g) and N,N-dimethylformamide (20 ml) is stirred for 3 hours at 100° C. After further addition of ethyl iodide (2.9 g) and sodium bicarbonate (1 g), the stirring is continued for further 2.5 hours at 100° C. After cooling, the mixture is diluted with water (200 ml) and extracted with ethyl acetate (300 ml). The extract is washed successively with water, 0.1N hydrochloric acid a...